This data is from the Open Reaction Database (ORD), a public repository of structured organic reaction records. The task is: describe an organic reaction: reactants, conditions, products, and yield Reactants: CCN(C(C)C)C(C)C, O=[N+]([O-])c1ccccc1, O=C1CNCN1, CN(C)C=O. Product: O=C1CN(c2ccc([N+](=O)[O-])cc2)CN1. Reaction SMILES: [CH:16]([N:17]([CH:18]([CH3:19])[CH3:20])[CH2:21][CH3:22])([CH3:23])[CH3:24].[N+:7](=[O:8])([O-:9])[c:10]1[cH:11][cH:12][cH:13][cH:14][cH:15]1.[NH:1]1[CH2:2][NH:3][C:4](=[O:6])[CH2:5]1.[O:25]=[CH:26][N:27]([CH3:28])[CH3:29]>>[N:1]1([c:13]2[cH:12][cH:11][c:10]([N+:7](=[O:8])[O-:9])[cH:15][cH:14]2)[CH2:2][NH:3][C:4](=[O:6])[CH2:5]1. The reactants are CS(=O)(=O)OCC1OC(n2cc(C=CBr)c(=O)[nH]c2=O)CC1Cl, [Li+], [N-]=[N+]=[N-], CN(C)C=O. Yields the product [N-]=[N+]=NCC1OC(n2cc(C=CBr)c(=O)[nH]c2=O)CC1Cl. Reaction SMILES: [Cl:1][CH:2]1[CH2:3][CH:4]([n:13]2[c:14](=[O:15])[nH:16][c:17](=[O:18])[c:19]([CH:21]=[CH:22][Br:23])[cH:20]2)[O:5][CH:6]1[CH2:7][O:8][S:9]([CH3:10])(=[O:11])=[O:12].[Li+:27].[N-:24]=[N+:25]=[N-:26].[O:28]=[CH:29][N:30]([CH3:31])[CH3:32]>>[Cl:1][CH:2]1[CH2:3][CH:4]([n:13]2[c:14](=[O:15])[nH:16][c:17](=[O:18])[c:19]([CH:21]=[CH:22][Br:23])[cH:20]2)[O:5][CH:6]1[CH2:7][N:24]=[N+:25]=[N-:26]. The reactants are CSC=1N=NC(=C(N1)N1CCC2=C(CC1)C=CC=C2)C#N (3-methylsulfanyl-5-(1,2,4,5-tetrahydro-benzo[d]azepin-3-yl)-[1,2,4]triazine-6-carbonitrile), C(O)CN (ethanolamine). The solvent is O1CCOCC1 (dioxane). Product: OCCNC=1N=NC(=C(N1)N1CCC2=C(CC1)C=CC=C2)C#N (3-(2-hydroxy-ethylamino)-5 -(1,2,4,5-tetrahydro-benzo[d]azepin-3-yl)-[1,2,4]triazine-6-carbonitrile). RXN SMILES: CS[C:3]1[N:4]=[N:5][C:6]([C:20]#[N:21])=[C:7]([N:9]2[CH2:15][CH2:14][C:13]3[CH:16]=[CH:17][CH:18]=[CH:19][C:12]=3[CH2:11][CH2:10]2)[N:8]=1.[CH2:22]([CH2:24][NH2:25])[OH:23]>O1CCOCC1>[OH:23][CH2:22][CH2:24][NH:25][C:3]1[N:4]=[N:5][C:6]([C:20]#[N:21])=[C:7]([N:9]2[CH2:15][CH2:14][C:13]3[CH:16]=[CH:17][CH:18]=[CH:19][C:12]=3[CH2:11][CH2:10]2)[N:8]=1. Reported procedure: In analogy to the procedure as described in example 4 the 3-methylsulfanyl-5-(1,2,4,5-tetrahydro-benzo[d]azepin-3-yl)-[1,2,4]triazine-6-carbonitrile was reacted with ethanolamine in dioxane at 140° C. overnight to give 3-(2-hydroxy-ethylamino)-5 -(1,2,4,5-tetrahydro-benzo[d]azepin-3-yl)-[1,2,4]triazine-6-carbonitrile as a light yellow solid; MS: 311 (M+H)+. Starting materials: C=C1CC(O1)=O (4-methyleneoxetan-2-one), C1(=CC=CC=C1)CN (phenylmethanamine). Solvent: C(Cl)Cl (DCM). Reaction conditions: time 8 hour. Yields the product C(C1=CC=CC=C1)NC(CC(C)=O)=O (N-benzyl-3-oxobutanamide). The yield is 99.9%. As a reaction SMILES: [CH2:1]=[C:2]1[O:5][C:4](=[O:6])[CH2:3]1.[C:7]1([CH2:13][NH2:14])[CH:12]=[CH:11][CH:10]=[CH:9][CH:8]=1>C(Cl)Cl>[CH2:13]([NH:14][C:4](=[O:6])[CH2:3][C:2](=[O:5])[CH3:1])[C:7]1[CH:12]=[CH:11][CH:10]=[CH:9][CH:8]=1. Procedure: To a solution of 4-methyleneoxetan-2-one (60.00 g, 713.69 mmol) in DCM (600 mL) was added phenylmethanamine (91.76 g, 856.43 mmol) dropwise at 0° C. After addition, the reaction mixture was stirred at rt overnight and concentrated in vacuo. The residue was beaten with a mixture of PE and EtOAc (10/1 (v/v), 200 mL) for 1 h and filtered. The filter cake was washed with a mixture of PE and EtOAc (10/1 (v/v), 100 mL) to give the title compound as a yellow solid (136.38 g, 100%). Reaction SMILES: [CH3:19][OH:20].[N+:1]([O-:2])(=[O:3])[c:4]1[cH:5][c:6]2[cH:7][cH:8][n:9](-[c:13]3[cH:14][n:15][cH:16][cH:17][cH:18]3)[c:10]2[cH:11][cH:12]1>>[NH2:1][c:4]1[cH:5][c:6]2[cH:7][cH:8][n:9](-[c:13]3[cH:14][n:15][cH:16][cH:17][cH:18]3)[c:10]2[cH:11][cH:12]1. Yields the product Nc1ccc2c(ccn2-c2cccnc2)c1. Starting materials: CO, O=[N+]([O-])c1ccc2c(ccn2-c2cccnc2)c1. Starting materials: CN1CCCC1=O, O=[N+]([O-])c1ccc(F)cc1, [K+], [K+], Cc1cc(N)c2ccccc2n1, O=C([O-])[O-], O. Yields the product Cc1cc(Nc2ccc([N+](=O)[O-])cc2)c2ccccc2n1. Reaction SMILES: [CH3:29][N:30]1[CH2:31][CH2:32][CH2:33][C:34]1=[O:35].[F:1][c:2]1[cH:3][cH:4][c:5]([N+:8](=[O:9])[O-:10])[cH:6][cH:7]1.[K+:23].[K+:24].[NH2:11][c:12]1[cH:13][c:14]([CH3:22])[n:15][c:16]2[cH:17][cH:18][cH:19][cH:20][c:21]12.[O-:25][C:26]([O-:27])=[O:28].[OH2:36]>>[c:2]1([NH:11][c:12]2[cH:13][c:14]([CH3:22])[n:15][c:16]3[cH:17][cH:18][cH:19][cH:20][c:21]23)[cH:3][cH:4][c:5]([N+:8](=[O:9])[O-:10])[cH:6][cH:7]1. Reported procedure: 3.9 gm of 2-chloro-9-methoxycarbonyl-10-methyl-acridane were dissolved in 10 cc of tetrahydrofuran and 5 cc of hexamethyl phosphortriamide and the solution was heated to 45°C and 3.4 gm of potassium tert.-butylate were added thereto. After stirring the mixture for 1 hour at 45°-47°C, 4.5 gm of β-dimethylaminoethyl chloride were added thereto and the mixture was stirred for 16 hours at 46°-48°C. After cooling the mixture, 150 cc of water were added and the mixture was extracted with ether. The or... Reactants: O (water), ClC1=CC=2C(C3=CC=CC=C3N(C2C=C1)C)C(=O)OC (2-chloro-9-methoxycarbonyl-10-methyl-acridane), CN(CCCl)C (β-dimethylaminoethyl chloride), potassium tert.-butylate. Conditions: temperature 45 celsius, time 1 hour. The solvent is O1CCCC1 (tetrahydrofuran). The yield is 86.3%. Yields the product ClC1=CC=2C(C3=CC=CC=C3N(C2C=C1)C)(CCN(C)C)C(=O)OC (2-chloro-9 -methoxycarbonyl-9-(β -dimethylaminoethyl)-10-methyl-acridane). RXN SMILES: [Cl:1][C:2]1[CH:15]=[CH:14][C:13]2[N:12]([CH3:16])[C:11]3[C:6](=[CH:7][CH:8]=[CH:9][CH:10]=3)[CH:5]([C:17]([O:19][CH3:20])=[O:18])[C:4]=2[CH:3]=1.[CH3:21][N:22]([CH3:26])[CH2:23][CH2:24]Cl.O>O1CCCC1>[Cl:1][C:2]1[CH:15]=[CH:14][C:13]2[N:12]([CH3:16])[C:11]3[C:6](=[CH:7][CH:8]=[CH:9][CH:10]=3)[C:5]([C:17]([O:19][CH3:20])=[O:18])([CH2:24][CH2:23][N:22]([CH3:26])[CH3:21])[C:4]=2[CH:3]=1.